Dataset: the Open Reaction Database (ORD), a public repository of structured organic reaction records. Task: describe an organic reaction: reactants, conditions, products, and yield The reactants are C1(CCCC1)OC=1C(=CC2=C(C=CC(O2)=O)C1)OCCCOS(=O)(=O)C (6-(cyclo-pentyloxy)-7-[3-(methanesulfonyloxy)propoxy]-2H-1-benzopyran-2-one), CC(C)(C)OC (TBME), C(\C=C\C(=O)[O-])(=O)[O-] (Fumarate), C1(=CC=CC=C1)N1CCNCC1 (1-phenylpiperazine). The solvent is C(C)(C)O (isopropanol), CC(=O)C (acetone). Product: C1(CCCC1)OC=1C(=CC2=C(C=CC(O2)=O)C1)OCCCN1CCN(CC1)C1=CC=CC=C1 (6-(cyclopentyloxy)-7-[3-(4-phenyl-1-piperazinyl)propoxy]-2H-1-benzopyran-2-one). The yield is 68.0%. RXN SMILES: [CH:1]1([O:6][C:7]2[C:8]([O:18][CH2:19][CH2:20][CH2:21]OS(C)(=O)=O)=[CH:9][C:10]3[O:15][C:14](=[O:16])[CH:13]=[CH:12][C:11]=3[CH:17]=2)[CH2:5][CH2:4][CH2:3][CH2:2]1.[C:27]1([N:33]2[CH2:38][CH2:37][NH:36][CH2:35][CH2:34]2)[CH:32]=[CH:31][CH:30]=[CH:29][CH:28]=1.CC(OC)(C)C.C([O-])(=O)/C=C/C([O-])=O>CC(C)=O.C(O)(C)C>[CH:1]1([O:6][C:7]2[C:8]([O:18][CH2:19][CH2:20][CH2:21][N:36]3[CH2:37][CH2:38][N:33]([C:27]4[CH:32]=[CH:31][CH:30]=[CH:29][CH:28]=4)[CH2:34][CH2:35]3)=[CH:9][C:10]3[O:15][C:14](=[O:16])[CH:13]=[CH:12][C:11]=3[CH:17]=2)[CH2:5][CH2:4][CH2:3][CH2:2]1. Procedure: Method B (25 h at 40° C.); starting materials: 6-(cyclo-pentyloxy)-7-[3-(methanesulfonyloxy)propoxy]-2H-1-benzopyran-2-one (example 72) and 1-phenylpiperazine; yield 68%; fusion point 101°-103° C. (from TBME and isopropanol). Fumarate: method E; yield 88%; fusion point 171°-173° C. (from acetone). Starting materials: COC=1C=CC(=C(C1)N)C1=CC2=CC=C(C=C2CC1)OC (5-methoxy-2-(6-methoxy-3,4-dihydronaphthalen-2-yl)phenylamine), C(OCC)(=O)Cl (ethyl chlorocarbonate), [Cl-].[NH4+] (ammonium chloride). Solvent: O1CCCC1 (tetrahydrofuran), C(C)(C)N(C(C)C)CC (N,N-diisopropylethylamine). Run at time 8 hour. Yields the product COC=1C=CC(=C(C1)NC(OCC)=O)C1=CC2=CC=C(C=C2CC1)OC (ethyl [5-methoxy-2-(6-methoxy-3,4-dihydronaphthalen-2-yl)phenyl]carbamate). As a reaction SMILES: [CH3:1][O:2][C:3]1[CH:4]=[CH:5][C:6]([C:10]2[CH2:19][CH2:18][C:17]3[C:12](=[CH:13][CH:14]=[C:15]([O:20][CH3:21])[CH:16]=3)[CH:11]=2)=[C:7]([NH2:9])[CH:8]=1.[C:22](Cl)(=[O:26])[O:23][CH2:24][CH3:25].[Cl-].[NH4+]>O1CCCC1.C(N(CC)C(C)C)(C)C>[CH3:1][O:2][C:3]1[CH:4]=[CH:5][C:6]([C:10]2[CH2:19][CH2:18][C:17]3[C:12](=[CH:13][CH:14]=[C:15]([O:20][CH3:21])[CH:16]=3)[CH:11]=2)=[C:7]([NH:9][C:22](=[O:26])[O:23][CH2:24][CH3:25])[CH:8]=1 |f:2.3|. Procedure details: To a solution of 5-methoxy-2-(6-methoxy-3,4-dihydronaphthalen-2-yl)phenylamine (400 mg) in tetrahydrofuran (10 ml) and N,N-diisopropylethylamine (0.5 ml) was added ethyl chlorocarbonate (0.2 ml) on an ice bath, and the solution was stirred overnight at room temperature. A saturated aqueous solution of ammonium chloride was added thereto, the solution was extracted with ethyl acetate, then sequentially washed with water and brine, and the solvent was evaporated in vacuo. The residue was purified ... Starting materials: Cl.N[C@@H](C(=O)N1CCC(CC1)C1=CC=C(C=C1)Cl)C(C)C ((R)-2-Amino-1-(4-(4-chlorophenyl)piperidin-1-yl)-3-methylbutan-1-one hydrochloride), C=1C=CC2=C(C1)N=NN2O (HOBt), CCN(C(C)C)C(C)C (DIEA), C(C1=CC=CC=C1)(=O)O (benzoic acid). Solvent: CO (MeOH), CN(C)C=O (DMF), C(CCl)Cl (EDC). Run at time 8 hour. The product is ClC1=CC=C(C=C1)C1CCN(CC1)C([C@@H](C(C)C)NC(C1=CC=CC=C1)=O)=O ((R)—N-(1-(4-(4-Chlorophenyl)piperidin-1-yl)-3-methyl-1-oxobutan-2-yl)benzamide). Reaction SMILES: Cl.[NH2:2][C@H:3]([CH:19]([CH3:21])[CH3:20])[C:4]([N:6]1[CH2:11][CH2:10][CH:9]([C:12]2[CH:17]=[CH:16][C:15]([Cl:18])=[CH:14][CH:13]=2)[CH2:8][CH2:7]1)=[O:5].C1C=CC2N(O)N=NC=2C=1.CCN(C(C)C)C(C)C.[C:41](O)(=[O:48])[C:42]1[CH:47]=[CH:46][CH:45]=[CH:44][CH:43]=1>CO.C(Cl)CCl.CN(C=O)C>[Cl:18][C:15]1[CH:14]=[CH:13][C:12]([CH:9]2[CH2:10][CH2:11][N:6]([C:4](=[O:5])[C@H:3]([NH:2][C:41](=[O:48])[C:42]3[CH:47]=[CH:46][CH:45]=[CH:44][CH:43]=3)[CH:19]([CH3:21])[CH3:20])[CH2:7][CH2:8]2)=[CH:17][CH:16]=1 |f:0.1|. Procedure details: (R)-2-Amino-1-(4-(4-chlorophenyl)piperidin-1-yl)-3-methylbutan-1-one hydrochloride (41 mg) was added to DMF (1 mL). The resulting mixture was stirred until homogeneous and then HOBt (19 mg), DIEA (65 μL), benzoic acid (17 mg) and EDC (26 mg) were added. The resulting solution was allowed to stir overnight at rt. After this time, the solution was diluted with MeOH and purified by preparative LC-MS to provide Example 75. MS found: (M+Na)+=421. Reaction SMILES: [CH:1]1([Mg]Br)[CH2:3][CH2:2]1.C1(Br)CC1.[Mg].[CH3:11][O:12][C:13]1[CH:26]=[CH:25][C:16]2[N:17]3[CH:22]=[C:21]([CH:23]=[O:24])[N:20]=[C:18]3[S:19][C:15]=2[CH:14]=1>>[CH3:11][O:12][C:13]1[CH:26]=[CH:25][C:16]2[N:17]3[CH:22]=[C:21]([CH:23]([CH:1]4[CH2:2][CH2:3]4)[OH:24])[N:20]=[C:18]3[S:19][C:15]=2[CH:14]=1. Starting materials: C1(CC1)[Mg]Br (cyclopropyl magnesium bromide), COC1=CC2=C(N3C(S2)=NC(=C3)C=O)C=C1 (7-methoxy-imidazo[2,1-b]benzothiazole-2carboxaldehyde), C1(CC1)Br (cyclopropyl bromide), [Mg] (magnesium). Yields the product COC1=CC2=C(N3C(S2)=NC(=C3)C(O)C3CC3)C=C1 ([7-methoxy-imidazo[2,1-b]benzothiazol-2-yl) cyclopropyl methanol). Yield: 56.6%. Reported procedure: A mixture of 3.6 g (0.03 mole) of cyclopropyl magnesium bromide prepared from cyclopropyl bromide and 0.8 g (0.033 mole) of magnesium in 50 ml of dry T.H.F. was added dropwise to a suspension of 3.9 g (0.0177 mole) of 7-methoxy-imidazo[2,1-b]benzothiazole-2carboxaldehyde in 80 ml of dry T.H.F. The mixture was stirred at room temperature for 3 hours and was quenched with saturated aqeous ammonium chloride solution. The mixture was extracted with ethyl acetate and the extracts were dried over magn... Reaction conditions: time 3 hour. Reactants: ice water, Cl.ClC=1C=C(C=CC1)NN ((3-chlorophenyl)hydrazine hydrochloride), C(C)OC(C(C#N)=COCC)=O (ethyl(ethoxymethylene)cyanoacetate), C([O-])([O-])=O.[K+].[K+] (potassium carbonate). The solvent is C(C)O (ethanol). The product is NC1=C(C=NN1C1=CC(=CC=C1)Cl)C(=O)OCC (5-amino-1-(3-chlorophenyl)-1H-pyrazole-4-carboxylic acid, ethyl ester). Isolated yield 66.5%. As a reaction SMILES: Cl.[Cl:2][C:3]1[CH:4]=[C:5]([NH:9][NH2:10])[CH:6]=[CH:7][CH:8]=1.[CH2:11]([O:13][C:14](=[O:22])[C:15](=[CH:18]OCC)[C:16]#[N:17])[CH3:12].C(=O)([O-])[O-].[K+].[K+]>C(O)C>[NH2:17][C:16]1[N:9]([C:5]2[CH:6]=[CH:7][CH:8]=[C:3]([Cl:2])[CH:4]=2)[N:10]=[CH:18][C:15]=1[C:14]([O:13][CH2:11][CH3:12])=[O:22] |f:0.1,3.4.5|. Reported procedure: A solution of 53.7 g of (3-chlorophenyl)hydrazine hydrochloride, 50.8 g of ethyl(ethoxymethylene)cyanoacetate and 41.4 g of potassium carbonate in 500 ml of ethanol was refluxed for 20 hours. The solution was poured into ice water. The precipitated solid was collected by filtration, dried and recrystallized from ethanol/water to provide 53.0 g of 5-amino-1-(3-chlorophenyl)-1H-pyrazole-4-carboxylic acid, ethyl ester. Yield 67%. mp=115°-117° C. As a reaction SMILES: S(C1C=CC(C)=CC=1)(O[CH2:5][CH2:6][C:7]1[CH:12]=[CH:11][C:10]([Cl:13])=[CH:9][CH:8]=1)(=O)=O.C(=O)([O-])[O-].[Na+].[Na+].[I-].[Na+].[N+:29]([C:32]1[CH:45]=[CH:44][C:35]([C:36]([O:38][C@H:39]2[CH2:43][CH2:42][NH:41][CH2:40]2)=[O:37])=[CH:34][CH:33]=1)([O-:31])=[O:30]>C(#N)C>[Cl:13][C:10]1[CH:9]=[CH:8][C:7]([CH2:6][CH2:5][N:41]2[CH2:42][CH2:43][C@H:39]([O:38][C:36](=[O:37])[C:35]3[CH:34]=[CH:33][C:32]([N+:29]([O-:31])=[O:30])=[CH:45][CH:44]=3)[CH2:40]2)=[CH:12][CH:11]=1 |f:1.2.3,4.5|. Solvent: C(C)#N (acetonitrile). The yield is 42.0%. Reported procedure: 4-Chlorophenethyl tosylate (683 mg, 2.20 mmol), sodium carbonate (236 mg, 2.20 mmol) and sodium iodide (20 mg, 0.13 mmol) were added to a solution of (S)-3-(4-nitrobenzoyloxy)pyrrolidine (472 mg, 2.00 mmol) in acetonitrile (10 ml), and they were heated under reflux at 90° C. for 8 hours. The solvent was evaporated under reduced pressure. The obtained residue was subjected to silica gel column chromatography. The product was eluted with hexane and ethyl acetate (10:1) and then with a mixture of t... The product is ClC1=CC=C(CCN2C[C@H](CC2)OC(C2=CC=C(C=C2)[N+](=O)[O-])=O)C=C1 ((S)-1-(4-chlorophenethyl)-3-(4-nitrobenzoyloxy)pyrrolidine), oil. Run at temperature 90 celsius. Reactants: S(=O)(=O)(OCCC1=CC=C(C=C1)Cl)C1=CC=C(C)C=C1 (4-Chlorophenethyl tosylate), C([O-])([O-])=O.[Na+].[Na+] (sodium carbonate), [I-].[Na+] (sodium iodide), [N+](=O)([O-])C1=CC=C(C(=O)O[C@@H]2CNCC2)C=C1 ((S)-3-(4-nitrobenzoyloxy)pyrrolidine).